describe an organic reaction: reactants, conditions, products, and yield From a dataset of the Open Reaction Database (ORD), a public repository of structured organic reaction records. The reactants are ClC1=NC2=CC=CC=C2C(=N1)Cl (2,4-dichloroquinazoline), NC1=CC=C(C=C1)N1CCOCC1 (N-(4-aminophenyl)-morpholine), CC1=NNC(=C1)C (3,5-dimethylpyrazole). The product is CC1=NN(C(=C1)C)C1=NC2=CC=CC=C2C(=N1)NC1=CC=C(C=C1)N1CCOCC1 ([2-(3,5-Dimethyl-pyrazol-1-yl)-quinazolin-4-yl]-(4-morpholin-4-yl-phenyl)-amine). RXN SMILES: Cl[C:2]1[N:11]=[C:10](Cl)[C:9]2[C:4](=[CH:5][CH:6]=[CH:7][CH:8]=2)[N:3]=1.[NH2:13][C:14]1[CH:19]=[CH:18][C:17]([N:20]2[CH2:25][CH2:24][O:23][CH2:22][CH2:21]2)=[CH:16][CH:15]=1.[CH3:26][C:27]1[CH:31]=[C:30]([CH3:32])[NH:29][N:28]=1>>[CH3:26][C:27]1[CH:31]=[C:30]([CH3:32])[N:29]([C:2]2[N:11]=[C:10]([NH:13][C:14]3[CH:15]=[CH:16][C:17]([N:20]4[CH2:25][CH2:24][O:23][CH2:22][CH2:21]4)=[CH:18][CH:19]=3)[C:9]3[C:4](=[CH:5][CH:6]=[CH:7][CH:8]=3)[N:3]=2)[N:28]=1. Procedure details: Was prepared according to Method B from 2,4-dichloroquinazoline, N-(4-aminophenyl)-morpholine and 3,5-dimethylpyrazole. Mp. 268.2-270.4° C. Starting materials: NC1=NOC(=C1)C (3-amino-5-methylisoxazole), C(=O)O (formic acid), resultant mixture. Product: C(=O)NC1=NOC(=C1)C (3-formylamino-5-methylisoxazole). Isolated yield 93.8%. As a reaction SMILES: [NH2:1][C:2]1[CH:6]=[C:5]([CH3:7])[O:4][N:3]=1.[CH:8](O)=[O:9]>>[CH:8]([NH:1][C:2]1[CH:6]=[C:5]([CH3:7])[O:4][N:3]=1)=[O:9]. Reported procedure: To 3-amino-5-methylisoxazole (10.0 g), 99% formic acid (47.0 g) is added, and the resultant mixture is refluxed for 1 hour with stirring. The reaction mixture is evaporated under reduced pressure to remove the formic acid. The residue is mixed with icy water (50 ml), and the precipitated crystals are filtered. The crystals are washed with water and dried under reduced pressure to give 3-formylamino-5-methylisoxazole (12.06 g). This substance is recrystallized from methanol to give crystals melti... Starting materials: CCOC(=O)C=C(CNC(CCO[Si](C)(C)C(C)(C)C)C(=O)OC)Oc1ccccc1Cl, CC#N. Yields the product COC(=O)C(CCO[Si](C)(C)C(C)(C)C)N1CC(Oc2ccccc2Cl)=CC1=O. RXN SMILES: [CH2:1]([O:3][C:4](=[O:2])[CH:5]=[C:6]([CH2:7][NH:8][CH:9]([CH2:10][CH2:11][O:12][Si:13]([CH3:14])([CH3:15])[C:16]([CH3:17])([CH3:18])[CH3:19])[C:20](=[O:21])[O:22][CH3:23])[O:24][c:25]1[c:26]([Cl:31])[cH:27][cH:28][cH:29][cH:30]1)[CH3:32].[CH3:33][C:34]#[N:35]>>[O:3]=[C:4]1[CH:5]=[C:6]([O:24][c:25]2[c:26]([Cl:31])[cH:27][cH:28][cH:29][cH:30]2)[CH2:7][N:8]1[CH:9]([CH2:10][CH2:11][O:12][Si:13]([CH3:14])([CH3:15])[C:16]([CH3:17])([CH3:18])[CH3:19])[C:20](=[O:21])[O:22][CH3:23]. Procedure: The title compound (137 mg, 51%) was prepared from 1-(2-diethylaminoethyl)-4-trifluoromethyl-6-iodoisatin (200 mg, 0.454 mmol) and 2,5-dichlorobromobenzene by the procedure similar to that described Example 92(1). RXN SMILES: [CH2:1]([N:3]([CH2:22][CH3:23])[CH2:4][CH2:5][N:6]1[C:16]2[C:11](=[C:12]([C:18]([F:21])([F:20])[F:19])[CH:13]=[C:14]([I:17])[CH:15]=2)[C:9](=[O:10])[C:7]1=[O:8])[CH3:2].[Cl:24][C:25]1[CH:30]=[CH:29][C:28]([Cl:31])=[CH:27][C:26]=1Br>>[CH2:22]([N:3]([CH2:1][CH3:2])[CH2:4][CH2:5][N:6]1[C:16]2[C:11](=[C:12]([C:18]([F:20])([F:21])[F:19])[CH:13]=[C:14]([I:17])[CH:15]=2)[C:9]([OH:10])([C:29]2[CH:30]=[C:25]([Cl:24])[CH:26]=[CH:27][C:28]=2[Cl:31])[C:7]1=[O:8])[CH3:23]. Yield: 51.0%. The reactants are C(C)N(CCN1C(=O)C(=O)C2=C(C=C(C=C12)I)C(F)(F)F)CC (1-(2-diethylaminoethyl)-4-trifluoromethyl-6-iodoisatin), ClC1=C(C=C(C=C1)Cl)Br (2,5-dichlorobromobenzene). The product is C(C)N(CCN1C(C(C2=C(C=C(C=C12)I)C(F)(F)F)(C1=C(C=CC(=C1)Cl)Cl)O)=O)CC (1-(2-Diethylaminoethyl)-4-trifluoromethyl-6-iodo-3-hydroxy-3-(2,5-dichlorophenyl)oxindole). Starting materials: O(C1=CC=CC=C1)C1=CC=C(C=O)C=C1 (4-Phenoxybenzaldehyde), C1(CC1)CN (cyclopropylmethylamine), C(#N)[BH3-].[Na+] (Sodium cyanoborohydride). Solvent: CO (methanol). Reaction conditions: time 48 hour. Product: C1(CC1)CNCC1=CC=C(C=C1)OC1=CC=CC=C1 (N-Cyclopropylmethyl-N-(4-phenoxybenzyl)amine). The yield is 78.4%. Reaction SMILES: [O:1]([C:8]1[CH:15]=[CH:14][C:11]([CH:12]=O)=[CH:10][CH:9]=1)[C:2]1[CH:7]=[CH:6][CH:5]=[CH:4][CH:3]=1.[CH:16]1([CH2:19][NH2:20])[CH2:18][CH2:17]1.C([BH3-])#N.[Na+]>CO>[CH:16]1([CH2:19][NH:20][CH2:12][C:11]2[CH:14]=[CH:15][C:8]([O:1][C:2]3[CH:7]=[CH:6][CH:5]=[CH:4][CH:3]=3)=[CH:9][CH:10]=2)[CH2:18][CH2:17]1 |f:2.3|. Reported procedure: 4-Phenoxybenzaldehyde (3.0 g, 15.1 mmol) and cyclopropylmethylamine (1.1 g, 15.1 mmol) were dissolved in methanol (85 mL) under a nitrogen at room temperature. Sodium cyanoborohydride (0.95 g, 15.1 mmol) was added, and stirring was continued for 48 hours. The solvent was evaporated, and the residue was suspended in ether, washed with brine, and dried over Na2SO4. The ether was evaporated, and the crude product was chromatographed on silica gel eluting with 3% methanol in methylene chloride to pr... Reactants: ClC1=C(C(=CC(=C1)Br)Cl)NN (2,6-dichloro-4-bromophenylhydrazine), C(C)OC=C(C(=O)OCC=C)C#N (allyl ethoxymethylene-2-cyanoacetate). The solvent is C(CCC)O (n-butanol). Product: 24.8, NC1=C(C=NN1C1=C(C=C(C=C1Cl)Br)Cl)C(=O)OCC=C (allyl 5-amino-1-(2,6-dichloro-4-bromophenyl)-pyrazole-4-carboxylate). RXN SMILES: [Cl:1][C:2]1[CH:7]=[C:6]([Br:8])[CH:5]=[C:4]([Cl:9])[C:3]=1[NH:10][NH2:11].C(O[CH:15]=[C:16]([C:23]#[N:24])[C:17]([O:19][CH2:20][CH:21]=[CH2:22])=[O:18])C>C(O)CCC>[NH2:24][C:23]1[N:10]([C:3]2[C:2]([Cl:1])=[CH:7][C:6]([Br:8])=[CH:5][C:4]=2[Cl:9])[N:11]=[CH:15][C:16]=1[C:17]([O:19][CH2:20][CH:21]=[CH2:22])=[O:18]. Reported procedure: 20.5 parts by weight of 2,6-dichloro-4-bromophenylhydrazine and 14.5 parts by weight of allyl ethoxymethylene-2-cyanoacetate in 100 parts by volume of n-butanol were refluxed for 4 hours. The butanol was evaporated off, the oily residue was dissolved in 150 parts by volume of ether, and dry halogen chloride gas was passed in, with ice-cooling. The hydrochloride which had precipitated was stirred with saturated sodium bicarbonate solution, and the precipitate was filtered off with suction and dri...